The task is: describe an organic reaction: reactants, conditions, products, and yield. This data is from the Open Reaction Database (ORD), a public repository of structured organic reaction records. Run in C(C)(=O)OCC (ethyl acetate). The product is Cl.S1C=C(C2=C1C=CC=C2)CCOCCN2C[C@@H](CC2)O ((3R)-1-{2-[2-(1-benzothiophen-3-yl)ethoxy]ethyl}-3-pyrrolidinol hydrochloride). Reactants: S1C=C(C2=C1C=CC=C2)CCOCCN2C[C@@H](CC2)O ((3R)-1-{2-[2-(1-benzothiophen-3-yl)ethoxy]ethyl}-3-pyrrolidinol), C(C)(=O)OCC.Cl (hydrogen chloride-ethyl acetate). Procedure: In 5.0 mL of ethyl acetate was dissolved 0.99 g of (3R)-1-{2-[2-(1-benzothiophen-3-yl)ethoxy]ethyl}-3-pyrrolidinol, and to the solution was added 1.10 mL of a 3.25 mol/L dried hydrogen chloride-ethyl acetate solution, after which the resulting mixture was stirred at room temperature for 1 hour. Then, the solvent was distilled off under reduced pressure to obtain 1.05 g of (3R)-1-{2-[2-(1-benzothiophen-3-yl)ethoxy]ethyl}-3-pyrrolidinol hydrochloride as a light-yellow oil. As a reaction SMILES: [S:1]1[C:5]2[CH:6]=[CH:7][CH:8]=[CH:9][C:4]=2[C:3]([CH2:10][CH2:11][O:12][CH2:13][CH2:14][N:15]2[CH2:19][CH2:18][C@@H:17]([OH:20])[CH2:16]2)=[CH:2]1.C(OCC)(=O)C.[ClH:27]>C(OCC)(=O)C>[ClH:27].[S:1]1[C:5]2[CH:6]=[CH:7][CH:8]=[CH:9][C:4]=2[C:3]([CH2:10][CH2:11][O:12][CH2:13][CH2:14][N:15]2[CH2:19][CH2:18][C@@H:17]([OH:20])[CH2:16]2)=[CH:2]1 |f:1.2,4.5|. Conditions: time 1 hour. Starting materials: CC#N, CC(C)c1cccc(C(C)C)c1N=C=O, CCCCCCCCCCCCc1cc(N)on1. The product is CCCCCCCCCCCCc1cc(NC(=O)Nc2c(C(C)C)cccc2C(C)C)on1. Reaction SMILES: [CH3:34][C:35]#[N:36].[CH:19]([CH3:20])([CH3:21])[c:22]1[c:23]([N:31]=[C:32]=[O:33])[c:24]([CH:28]([CH3:29])[CH3:30])[cH:25][cH:26][cH:27]1.[NH2:1][c:2]1[cH:3][c:4]([CH2:7][CH2:8][CH2:9][CH2:10][CH2:11][CH2:12][CH2:13][CH2:14][CH2:15][CH2:16][CH2:17][CH3:18])[n:5][o:6]1>>[NH:1]([c:2]1[cH:3][c:4]([CH2:7][CH2:8][CH2:9][CH2:10][CH2:11][CH2:12][CH2:13][CH2:14][CH2:15][CH2:16][CH2:17][CH3:18])[n:5][o:6]1)[C:32]([NH:31][c:23]1[c:22]([CH:19]([CH3:20])[CH3:21])[cH:27][cH:26][cH:25][c:24]1[CH:28]([CH3:29])[CH3:30])=[O:33]. Reactants: CO, CN(C)c1ccncc1, O=C(Cl)C1CC1, CC(C)(C)OC(=O)Nc1cccc(Oc2ccc3nc(N)[nH]c3c2)c1, [Na+], [OH-], c1ccncc1. Product: CC(C)(C)OC(=O)Nc1cccc(Oc2ccc3nc(NC(=O)C4CC4)[nH]c3c2)c1. RXN SMILES: [CH3:32][OH:33].[CH3:42][N:43]([CH3:44])[c:45]1[cH:46][cH:47][n:48][cH:49][cH:50]1.[CH:26]1([C:29](=[O:30])[Cl:31])[CH2:27][CH2:28]1.[NH2:1][c:2]1[n:3][c:4]2[c:5]([nH:6]1)[cH:7][c:8]([O:11][c:12]1[cH:13][c:14]([NH:18][C:19]([O:20][C:21]([CH3:22])([CH3:23])[CH3:24])=[O:25])[cH:15][cH:16][cH:17]1)[cH:9][cH:10]2.[Na+:35].[OH-:34].[cH:36]1[cH:37][cH:38][n:39][cH:40][cH:41]1>>[NH:1]([c:2]1[n:3][c:4]2[c:5]([nH:6]1)[cH:7][c:8]([O:11][c:12]1[cH:13][c:14]([NH:18][C:19]([O:20][C:21]([CH3:22])([CH3:23])[CH3:24])=[O:25])[cH:15][cH:16][cH:17]1)[cH:9][cH:10]2)[C:29]([CH:26]1[CH2:27][CH2:28]1)=[O:30]. The reactants are C(C)(C)(C)C1=CC=C(C=C1)SC1=CC=2C(=NC=CC2S1)N1CCNCC1 (2-[(4-tert-butylphenyl)thio]-4-piperazin-1-ylthieno[3,2-c]pyridine), OOS(=O)[O-].[K+] (Oxone), OOS(=O)[O-].[K+] (oxone), C(C)(=O)[O-].[O-2].[Na+] (sodium oxide acetate), ClCCl (dichloromethane). Run in C(C)O (ethanol), O (Water), O (water). Conditions: time 2 hour. Yields the product Cl.C(C)(C)(C)C1=CC=C(C=C1)S(=O)(=O)C1=CC=2C(=NC=CC2S1)N1CCNCC1 (2-[(4-tert-Butylphenyl)sulfonyl]-4-piperazin-1-ylthieno[3,2-c]pyridine hydrochloride). RXN SMILES: [OH:1]OS([O-])=O.[K+].C([O-])(=O)C.[O-2:11].[Na+].[C:13]([C:17]1[CH:22]=[CH:21][C:20]([S:23][C:24]2[S:32][C:31]3[CH:30]=[CH:29][N:28]=[C:27]([N:33]4[CH2:38][CH2:37][NH:36][CH2:35][CH2:34]4)[C:26]=3[CH:25]=2)=[CH:19][CH:18]=1)([CH3:16])([CH3:15])[CH3:14].[Cl:39]CCl>O.C(O)C>[ClH:39].[C:13]([C:17]1[CH:22]=[CH:21][C:20]([S:23]([C:24]2[S:32][C:31]3[CH:30]=[CH:29][N:28]=[C:27]([N:33]4[CH2:38][CH2:37][NH:36][CH2:35][CH2:34]4)[C:26]=3[CH:25]=2)(=[O:1])=[O:11])=[CH:19][CH:18]=1)([CH3:16])([CH3:14])[CH3:15] |f:0.1,2.3.4,9.10|. Procedure: Oxone (0.52 g, 0.84 mmol) in water (4 mL), buffered to pH ˜6 with sodium oxide acetate, was added to 2-[(4-tert-butylphenyl)thio]-4-piperazin-1-ylthieno[3,2-c]pyridine (0.42 mmol) in ethanol (30 mL). The mixture was stirred in room temperature for 2 h and more oxone (0.52 g, 0.84 mmol) was added. The reaction was stirred over night. Water was added to the mixture, extraction with dichloromethane (2×20 mL) and the solvent was removed. The products were purified by preparative HPLC. Yield: 41.9 mg... Starting materials: CB(O)O (Methyl boronic acid), P(=O)([O-])([O-])[O-].[K+].[K+].[K+] (potassium phosphate), C1(CCCCC1)P(C1=C(C=CC=C1)C1=C(C=C(C=C1C(C)C)C(C)C)C(C)C)C1CCCCC1 (2-dicyclohexylphosphino-2′,4′,6′-triisopropyl biphenyl), ClC1=C(SC2=C1C=C(C=C2)OC)C(=O)OC (methyl 3-chloro-5-methoxy-1-benzothiophene-2-carboxylate). Reagents/catalysts: C(C)(=O)[O-].[Pd+2].C(C)(=O)[O-] (palladium acetate). Run in C(C)(=O)OCC (ethyl acetate), O1CCOCC1 (1,4-dioxane), O (water). Conditions: temperature 100 celsius, time 12 hour. The product is COC1=CC2=C(SC(=C2C)C(=O)OC)C=C1 (methyl 5-methoxy-3-methylbenzo[b]thiophene-2-carboxylate). Reaction SMILES: CB(O)O.P([O-])([O-])([O-])=O.[K+].[K+].[K+].[CH:13]1(P(C2CCCCC2)C2C=CC=CC=2C2C(C(C)C)=CC(C(C)C)=CC=2C(C)C)CCCCC1.Cl[C:48]1[C:52]2[CH:53]=[C:54]([O:57][CH3:58])[CH:55]=[CH:56][C:51]=2[S:50][C:49]=1[C:59]([O:61][CH3:62])=[O:60]>O1CCOCC1.C(OCC)(=O)C.C([O-])(=O)C.[Pd+2].C([O-])(=O)C.O>[CH3:58][O:57][C:54]1[CH:55]=[CH:56][C:51]2[S:50][C:49]([C:59]([O:61][CH3:62])=[O:60])=[C:48]([CH3:13])[C:52]=2[CH:53]=1 |f:1.2.3.4,9.10.11|. Procedure details: Methyl boronic acid (120 mg), potassium phosphate (849 mg), water (0.30 ml), palladium acetate (22 mg), and 2-dicyclohexylphosphino-2′,4′,6′-triisopropyl biphenyl (95 mg) were added to a solution of methyl 3-chloro-5-methoxy-1-benzothiophene-2-carboxylate (257 mg) in 1,4-dioxane (3.0 ml), and the reaction solution was stirred at 100° C. for 12 hours. The reaction solution was diluted with ethyl acetate and washed successively with an aqueous ammonium chloride solution, an aqueous sodium bicarbon... Reactants: N[C@H]1CC[C@H](C2=CC=CC=C12)OC=1C=CC=2N(C1)C(=NN2)N(C)C ([6-((1R,4S)-4-Amino-1,2,3,4-tetrahydro-naphthalen-1-yloxy)-[1,2,4]triazolo[4,3-a]pyridin-3-yl]-dimethyl-amine), N (NH3), ClC(COC(NC=1N(N=C(C1)C(C)(C)C)C1=CC=C(C=C1)C)=O)(Cl)Cl ((5-tert-butyl-2-p-tolyl-2H-pyrazol-3-yl)-carbamic acid 2,2,2-trichloro-ethyl ester), CCN(C(C)C)C(C)C (DIPEA). Solvent: C(Cl)Cl (DCM), CN(C)C=O (DMF), CO (MeOH). Product: C(C)(C)(C)C=1C=C(N(N1)C1=CC=C(C=C1)C)NC(=O)N[C@H]1CC[C@H](C2=CC=CC=C12)OC=1C=CC=2N(C1)C(=NN2)N(C)C (1-(5-tert-Butyl-2-p-tolyl-2H-pyrazol-3-yl)-3-[(1S,4R)-4-(3-dimethylamino-[1,2,4]triazolo[4,3-a]pyridin-6-yloxy)-1,2,3,4-tetrahydro-naphthalen-1-yl]-urea). The yield is 52.0%. As a reaction SMILES: [NH2:1][C@@H:2]1[C:11]2[C:6](=[CH:7][CH:8]=[CH:9][CH:10]=2)[C@H:5]([O:12][C:13]2[CH:14]=[CH:15][C:16]3[N:17]([C:19]([N:22]([CH3:24])[CH3:23])=[N:20][N:21]=3)[CH:18]=2)[CH2:4][CH2:3]1.ClC(Cl)(Cl)C[O:28][C:29](=O)[NH:30][C:31]1[N:32]([C:40]2[CH:45]=[CH:44][C:43]([CH3:46])=[CH:42][CH:41]=2)[N:33]=[C:34]([C:36]([CH3:39])([CH3:38])[CH3:37])[CH:35]=1.CCN(C(C)C)C(C)C.N>CN(C=O)C.CO.C(Cl)Cl>[C:36]([C:34]1[CH:35]=[C:31]([NH:30][C:29]([NH:1][C@@H:2]2[C:11]3[C:6](=[CH:7][CH:8]=[CH:9][CH:10]=3)[C@H:5]([O:12][C:13]3[CH:14]=[CH:15][C:16]4[N:17]([C:19]([N:22]([CH3:24])[CH3:23])=[N:20][N:21]=4)[CH:18]=3)[CH2:4][CH2:3]2)=[O:28])[N:32]([C:40]2[CH:45]=[CH:44][C:43]([CH3:46])=[CH:42][CH:41]=2)[N:33]=1)([CH3:39])([CH3:37])[CH3:38]. Reported procedure: A solution of Intermediate 59c (80 mg, 0.25 mmol), (5-tert-butyl-2-p-tolyl-2H-pyrazol-3-yl)-carbamic acid 2,2,2-trichloro-ethyl ester (Synthetic Communications, 2009, 39, 3999-4009, which is incorporated herein by reference in its entirety; 150 mg, 0.370 mmol) and DIPEA (129 mg, 1.00 mmol) in DMF (2 mL) was stirred at 60° C. for 30 min. The reaction mixture was applied to an SCX-2 cartridge (10 g) and washed with MeOH. The product was eluted with 2M NH3 in MeOH; concentration in vacuo gave a res... Reactants: N1=C(C=NC=C1)C1=C(C=NC=C1)C(=O)OC (methyl 4-(2-pyrazinyl)-3-pyridinecarboxylate), N1=C(C=NC=C1)C1=C(C=NC=C1)C(=O)OC (methyl 4-(2-pyrazinyl)-3-pyridinecarboxylate). The solvent is CO (methanol), O (water). Conditions: temperature 80 celsius, time 2 hour. The product is N1C(CNCC1)C1=C(C=NC=C1)C(=O)O (4-(2-piperazinyl)-3-pyridinecarboxylic acid). RXN SMILES: [N:1]1[CH:6]=[CH:5][N:4]=[CH:3][C:2]=1[C:7]1[CH:12]=[CH:11][N:10]=[CH:9][C:8]=1[C:13]([O:15]C)=[O:14]>CO.O>[NH:1]1[CH2:6][CH2:5][NH:4][CH2:3][CH:2]1[C:7]1[CH:12]=[CH:11][N:10]=[CH:9][C:8]=1[C:13]([OH:15])=[O:14]. Reported procedure: To a solution of methyl 4-(2-pyrazinyl)-3-pyridinecarboxylate (400 mg; may be prepared as described in Intermediate 19) in methanol (20 mL) and water (3 mL) LiOH was added (44.5 mg). The reaction mixture was stirred at 80° C. for 2 h. The reaction mixture was filtered to remove the inorganic salts and evaporated in vacuo. The residue was dissolved in MeOH (20 ml), Pd/C (300 mg) was added and the reaction mixture was placed under hydrogen at 3 bar for 2 days. The reaction was monitored by LCMS wh... Run at temperature 0 celsius. Reactants: COC(C1=C(C=CC=C1)C)=O (2-methylbenzoic acid methyl ester), BrN1C(CCC1=O)=O (N-bromosuccinimide), CC(C)(C#N)N=NC(C)(C)C#N (AIBN). As a reaction SMILES: [CH3:1][O:2][C:3](=[O:11])[C:4]1[CH:9]=[CH:8][CH:7]=[CH:6][C:5]=1[CH3:10].[Br:12]N1C(=O)CCC1=O.CC(N=NC(C#N)(C)C)(C#N)C>ClC(Cl)(Cl)Cl>[CH3:1][O:2][C:3](=[O:11])[C:4]1[CH:9]=[CH:8][CH:7]=[CH:6][C:5]=1[CH2:10][Br:12]. Procedure details: To a solution of 2-methylbenzoic acid methyl ester (33.0 g) in tetrachlorocarbon (440 ml) were added N-bromosuccinimide (43.0 g) and AIBN (2,2′-azobisisobutyronitrile, 361 mg) and the mixture was refluxed for 30 minutes. The reaction mixture was cooled down to 0° C. and cinnamoic acid that appeared were filtered off and the filtrate was concentrated. The residue was purified by distillation under reduced pressure to give the title compound having the following physical data (28.0 g, colorless oi... Run in ClC(Cl)(Cl)Cl (tetrachlorocarbon). Yields the product COC(C1=C(C=CC=C1)CBr)=O (2-bromomethylbenzoic acid methyl ester). The reactants are O=C1CCC(=O)N1Br, ClCCl, CC(C)=CCn1ccc(N)n1, CCOC(C)=O, Cn1ccc(NC(=O)C(CC2CCCC2)c2ccc(S(C)(=O)=O)c(Cl)c2)n1, c1ccc(P(c2ccccc2)c2ccccc2)cc1, Cc1cccc(C)n1. The product is CC(C)=CCn1ccc(NC(=O)C(CC2CCCC2)c2ccc(S(C)(=O)=O)c(Cl)c2)n1. As a reaction SMILES: [Br:20][N:21]1[C:22](=[O:23])[CH2:24][CH2:25][C:26]1=[O:27].[CH2:74]([Cl:75])[Cl:76].[CH3:55][C:56](=[CH:57][CH2:58][n:59]1[cH:60][cH:61][c:62]([NH2:63])[n:64]1)[CH3:65].[CH3:77][CH2:78][O:79][C:80](=[O:81])[CH3:82].[Cl:28][c:29]1[cH:30][c:31]([CH:39]([C:40](=[O:41])[NH:42][c:43]2[n:44][n:45]([CH3:48])[cH:46][cH:47]2)[CH2:49][CH:50]2[CH2:51][CH2:52][CH2:53][CH2:54]2)[cH:32][cH:33][c:34]1[S:35](=[O:36])(=[O:37])[CH3:38].[c:1]1([P:2]([c:3]2[cH:4][cH:5][cH:6][cH:7][cH:8]2)[c:9]2[cH:10][cH:11][cH:12][cH:13][cH:14]2)[cH:15][cH:16][cH:17][cH:18][cH:19]1.[n:66]1[c:67]([CH3:68])[cH:69][cH:70][cH:71][c:72]1[CH3:73]>>[Cl:28][c:29]1[cH:30][c:31]([CH:39]([C:40](=[O:41])[NH:42][c:43]2[n:44][n:45]([CH2:48][CH:55]=[C:56]([CH3:57])[CH3:65])[cH:46][cH:47]2)[CH2:49][CH:50]2[CH2:51][CH2:52][CH2:53][CH2:54]2)[cH:32][cH:33][c:34]1[S:35](=[O:36])(=[O:37])[CH3:38].